From a dataset of the Open Reaction Database (ORD), a public repository of structured organic reaction records. describe an organic reaction: reactants, conditions, products, and yield Starting materials: 50, [N+](=O)([O-])C1=CC(=CC=C1C)O (3-nitro-p-cresol), C(CC(C)C)Br (isoamyl bromide), C([O-])([O-])=O.[K+].[K+] (potassium carbonate). Solvent: CC(=O)C (acetone). The product is 66.6, CC(CCOC1=CC(=C(C=C1)C)[N+](=O)[O-])C (4-(3-methylbutoxy)-2-nitrotoluene). Reaction SMILES: [N+:1]([C:4]1[C:9]([CH3:10])=[CH:8][CH:7]=[C:6]([OH:11])[CH:5]=1)([O-:3])=[O:2].[CH2:12](Br)[CH2:13][CH:14]([CH3:16])[CH3:15].C(=O)([O-])[O-].[K+].[K+]>CC(C)=O>[CH3:15][CH:14]([CH3:16])[CH2:13][CH2:12][O:11][C:6]1[CH:7]=[CH:8][C:9]([CH3:10])=[C:4]([N+:1]([O-:3])=[O:2])[CH:5]=1 |f:2.3.4|. Procedure: A mixture of 50 parts of 3-nitro-p-cresol, 94 parts of isoamyl bromide and 94.2 parts of anhydrous potassium carbonate in 650 parts of acetone was stirred and heated under reflux for 18 hours. Insoluble material was filtered off and washed with acetone and the total acetone solution was evaporated. An oil remained which was partitioned between 250 parts of ether and 500 parts of water. The ethereal layer was isolated dried over anhydrous magnesium sulphate then evaporated to leave 66.6 parts of ... The reactants are CC(=O)[O-], O=C(Cc1ccc(F)cc1F)C[N+](=O)[O-], [NH4+], c1ccccc1. The product is NC(=C[N+](=O)[O-])Cc1ccc(F)cc1F. As a reaction SMILES: [CH3:17][C:18](=[O:19])[O-:20].[F:1][c:2]1[c:3]([CH2:9][C:10](=[O:11])[CH2:12][N+:13](=[O:14])[O-:15])[cH:4][cH:5][c:6]([F:8])[cH:7]1.[NH4+:16].[cH:21]1[cH:22][cH:23][cH:24][cH:25][cH:26]1>>[F:1][c:2]1[c:3]([CH2:9][C:10](=[CH:12][N+:13](=[O:14])[O-:15])[NH2:16])[cH:4][cH:5][c:6]([F:8])[cH:7]1. Reactants: C(C)(=O)O[BH3-].[Na+] (sodium acetoxyborohydride), KHCO3 NaHCO3, FC1=CC(=C(N)C=C1)I (4-fluoro-2-iodoaniline), C(C)OC(=O)C1CCC(CC1)=O (4-oxo-cyclohexanecarboxylic acid ethyl ester), C(C)(=O)O (acetic acid). The solvent is C(Cl)Cl (DCM). Conditions: time 2 hour. The product is C(C)OC(=O)C1CCC(CC1)NC1=C(C=C(C=C1)F)I (4-(4-fluoro-2-iodo-phenylamino)-cyclohexanecarboxylic acid ethyl ester). As a reaction SMILES: [F:1][C:2]1[CH:8]=[CH:7][C:5]([NH2:6])=[C:4]([I:9])[CH:3]=1.[CH2:10]([O:12][C:13]([CH:15]1[CH2:20][CH2:19][C:18](=O)[CH2:17][CH2:16]1)=[O:14])[CH3:11].C(O)(=O)C.C(O[BH3-])(=O)C.[Na+]>C(Cl)Cl>[CH2:10]([O:12][C:13]([CH:15]1[CH2:20][CH2:19][CH:18]([NH:6][C:5]2[CH:7]=[CH:8][C:2]([F:1])=[CH:3][C:4]=2[I:9])[CH2:17][CH2:16]1)=[O:14])[CH3:11] |f:3.4|. Procedure details: To a stirred solution of 4-fluoro-2-iodoaniline and (18 g) 4-oxo-cyclohexanecarboxylic acid ethyl ester (20 g) in DCM (200 ml) is added acetic acid (4.4 ml) and 4 Å molecular sieves (5 g). After 2 h at rt, sodium acetoxyborohydride (50 g) is added and the suspension stirred overnight. The reaction is made slightly alkaline with KHCO3/NaHCO3(aq) and extracted with DCM to give crude 4-(4-fluoro-2-iodo-phenylamino)-cyclohexanecarboxylic acid ethyl ester. The reactants are C(=O)(O)[O-].[Na+] (NaHCO3), CN(CCOC1=CC=C(C=C1)NC(\C(=C(/CC)\C1=CC=CC=C1)\C1=CC(=CC=C1)OCOC)=O)C ((E)-N-(4-(2-(dimethylamino)ethoxy)phenyl)-2-(3-(methoxymethoxy)phenyl)-3-phenylpent-2-enamide), Cl (HCl). Solvent: O (H2O), CO (MeOH), O1CCOCC1 (1,4-dioxane). Conditions: time 3 hour. The product is CN(CCOC1=CC=C(C=C1)NC(\C(=C(/CC)\C1=CC=CC=C1)\C1=CC(=CC=C1)O)=O)C ((E)-N-(4-(2-(dimethylamino)ethoxy)phenyl)-2-(3-hydroxyphenyl)-3-phenylpent-2-enamide). Isolated yield 73.0%. Reaction SMILES: [CH3:1][N:2]([CH3:35])[CH2:3][CH2:4][O:5][C:6]1[CH:11]=[CH:10][C:9]([NH:12][C:13](=[O:34])/[C:14](/[C:24]2[CH:29]=[CH:28][CH:27]=[C:26]([O:30]COC)[CH:25]=2)=[C:15](/[C:18]2[CH:23]=[CH:22][CH:21]=[CH:20][CH:19]=2)\[CH2:16][CH3:17])=[CH:8][CH:7]=1.Cl.C([O-])(O)=O.[Na+]>CO.O1CCOCC1.O>[CH3:35][N:2]([CH3:1])[CH2:3][CH2:4][O:5][C:6]1[CH:11]=[CH:10][C:9]([NH:12][C:13](=[O:34])/[C:14](/[C:24]2[CH:29]=[CH:28][CH:27]=[C:26]([OH:30])[CH:25]=2)=[C:15](/[C:18]2[CH:19]=[CH:20][CH:21]=[CH:22][CH:23]=2)\[CH2:16][CH3:17])=[CH:8][CH:7]=1 |f:2.3|. Procedure details: To a solution of 4a (50 mg, 0.105 mmol) in MeOH (2 ml) was added 4N HCl in 1,4-dioxane (0.26 ml) under ice cooling, and the mixture was stirred at room temperature for 3 h. A solution of NaHCO3 in H2O was poured into the reaction mixture under ice cooling, and the whole was extracted with AcOEt. The organic layer was washed with brine, dried over Na2SO4, and then concentrated. The residual was crystallized with AcOEt to give 5a (73%). 5a: colorless powder; 1H-NMR (CD3OD) δ 0.97 (3H, t, J=7.5 Hz)... Starting materials: c1ccc(COCC2CO2)cc1, COc1ccc(CN)c(OC)c1, CO. Yields the product COc1ccc(CNCC(O)COCc2ccccc2)c(OC)c1. Reaction SMILES: [CH2:13]([c:14]1[cH:15][cH:16][cH:17][cH:18][cH:19]1)[O:20][CH2:21][CH:22]1[CH2:23][O:24]1.[CH3:1][O:2][c:3]1[c:4]([CH2:5][NH2:6])[cH:7][cH:8][c:9]([O:11][CH3:12])[cH:10]1.[CH3:25][OH:26]>>[CH3:1][O:2][c:3]1[c:4]([CH2:5][NH:6][CH2:23][CH:22]([CH2:21][O:20][CH2:13][c:14]2[cH:15][cH:16][cH:17][cH:18][cH:19]2)[OH:24])[cH:7][cH:8][c:9]([O:11][CH3:12])[cH:10]1. Reactants: Cc1cccc(CCl)n1, [K+], [K+], O=C([O-])[O-], CN(C)C=O, COc1ccc(C2=C(c3ccc(O)cc3)COC2=O)cc1. Yields the product COc1ccc(C2=C(c3ccc(OCc4cccc(C)n4)cc3)COC2=O)cc1. RXN SMILES: [Cl:28][CH2:29][c:30]1[n:31][c:32]([CH3:36])[cH:33][cH:34][cH:35]1.[K+:22].[K+:23].[O-:24][C:25]([O-:26])=[O:27].[O:37]=[CH:38][N:39]([CH3:40])[CH3:41].[OH:1][c:2]1[cH:3][cH:4][c:5]([C:8]2=[C:9]([c:14]3[cH:15][cH:16][c:17]([O:20][CH3:21])[cH:18][cH:19]3)[C:10](=[O:13])[O:11][CH2:12]2)[cH:6][cH:7]1>>[O:1]([c:2]1[cH:3][cH:4][c:5]([C:8]2=[C:9]([c:14]3[cH:15][cH:16][c:17]([O:20][CH3:21])[cH:18][cH:19]3)[C:10](=[O:13])[O:11][CH2:12]2)[cH:6][cH:7]1)[CH2:29][c:30]1[n:31][c:32]([CH3:36])[cH:33][cH:34][cH:35]1. Starting materials: C1(=CC=CC=C1)C(CO)(CO)C1=CC=CC=C1 (2,2-diphenyl-1,3-propanediol), C(C(=O)C)(=O)OC (methyl pyruvate), O=P12OP3(=O)OP(=O)(O1)OP(=O)(O2)O3 (P2O5). Yields the product CC1(OCC(CO1)(C1=CC=CC=C1)C1=CC=CC=C1)C(=O)OC (Methyl 2-Methyl-5,5-diphenyl[1,3]dioxane-2-carboxylate). The yield is 22.4%. As a reaction SMILES: [C:1]1([C:7]([C:12]2[CH:17]=[CH:16][CH:15]=[CH:14][CH:13]=2)([CH2:10][OH:11])[CH2:8][OH:9])[CH:6]=[CH:5][CH:4]=[CH:3][CH:2]=1.[C:18]([O:23][CH3:24])(=[O:22])[C:19]([CH3:21])=O.O=P12OP3(OP(OP(O3)(O1)=O)(=O)O2)=O>>[CH3:21][C:19]1([C:18]([O:23][CH3:24])=[O:22])[O:9][CH2:8][C:7]([C:12]2[CH:17]=[CH:16][CH:15]=[CH:14][CH:13]=2)([C:1]2[CH:2]=[CH:3][CH:4]=[CH:5][CH:6]=2)[CH2:10][O:11]1. Reported procedure: A mixture of 22.8 g (0.1 M) of 2,2-diphenyl-1,3-propanediol and 100 g (0.98 M) of methyl pyruvate is brought to 70° C. in a 500 ml round-bottomed flask under a nitrogen atmosphere. 22.4 g (0.156 M) of P2O5 are added portionwise. An exothermic reaction takes place and the temperature rises to 98° C. The mixture is allowed to return to room temperature and is poured slowly into ice-cold water. This mixture is extracted with methylene chloride and the extracts are washed with sodium hydroxide and w... Procedure: The title compound was prepared from 2-chloro-4-[6-methyl-4-(4-trifluoromethylphenyl)-pyridin-2-yl]-pyrimidine (example E.83) (0.150 g, 0.381 mmol) and commercially available (4-aminosulfonylphenyl)boronic acid [CAS-No. 613660-87-0] (0.130 g, 0.457 mmol) according to the general procedure VI. Obtained as a white solid (0.045 g, 25%). MS (ISP) 471.1 [(M+H)+]. Product: CC1=CC(=CC(=N1)C1=NC(=NC=C1)C1=CC=C(C=C1)S(=O)(=O)N)C1=CC=C(C=C1)C(F)(F)F (4-{4-[6-Methyl-4-(4-trifluoromethyl-phenyl)-pyridin-2-yl]-pyrimidin-2-yl}-benzenesulfonamide), solid. The reactants are ClC1=NC=CC(=N1)C1=NC(=CC(=C1)C1=CC=C(C=C1)C(F)(F)F)C (2-chloro-4-[6-methyl-4-(4-trifluoromethylphenyl)-pyridin-2-yl]-pyrimidine), NS(=O)(=O)C1=CC=C(C=C1)B(O)O ((4-aminosulfonylphenyl)boronic acid). As a reaction SMILES: Cl[C:2]1[N:7]=[C:6]([C:8]2[CH:13]=[C:12]([C:14]3[CH:19]=[CH:18][C:17]([C:20]([F:23])([F:22])[F:21])=[CH:16][CH:15]=3)[CH:11]=[C:10]([CH3:24])[N:9]=2)[CH:5]=[CH:4][N:3]=1.[NH2:25][S:26]([C:29]1[CH:34]=[CH:33][C:32](B(O)O)=[CH:31][CH:30]=1)(=[O:28])=[O:27]>>[CH3:24][C:10]1[N:9]=[C:8]([C:6]2[CH:5]=[CH:4][N:3]=[C:2]([C:32]3[CH:33]=[CH:34][C:29]([S:26]([NH2:25])(=[O:28])=[O:27])=[CH:30][CH:31]=3)[N:7]=2)[CH:13]=[C:12]([C:14]2[CH:19]=[CH:18][C:17]([C:20]([F:23])([F:22])[F:21])=[CH:16][CH:15]=2)[CH:11]=1. The yield is 25.0%. Starting materials: C1(=CC=CC=C1)S(=O)(=O)C1CC(CCC1)=O (3-(phenylsulfonyl)-cyclohexan-1-one), C(CO)O (1,2-ethanediol), anhydrous paratoluenesulfonic acid, C([O-])(O)=O.[Na+] (sodium bicarbonate). Solvent: C1=CC=CC=C1 (benzene). The product is C1OC2(CC(CCC2)S(=O)(=O)C2=CC=CC=C2)OC1 (1,1-(ethylenedioxy)-3-(phenylsulfonyl)-cyclohexane). Isolated yield 97.0%. As a reaction SMILES: [C:1]1([S:7]([CH:10]2[CH2:15][CH2:14][CH2:13][C:12](=[O:16])[CH2:11]2)(=[O:9])=[O:8])[CH:6]=[CH:5][CH:4]=[CH:3][CH:2]=1.[CH2:17](O)[CH2:18][OH:19].C(=O)(O)[O-].[Na+]>C1C=CC=CC=1>[CH2:17]1[CH2:18][O:19][C:12]2([CH2:13][CH2:14][CH2:15][CH:10]([S:7]([C:1]3[CH:2]=[CH:3][CH:4]=[CH:5][CH:6]=3)(=[O:8])=[O:9])[CH2:11]2)[O:16]1 |f:2.3|. Procedure: To a solution of 5.3 g of 3-(phenylsulfonyl)-cyclohexan-1-one in 60 ml of benzene, were added 0.3 ml of 1,2-ethanediol and 0.2 g of anhydrous paratoluenesulfonic acid. The reaction mixture was heated under reflux for 4 hours. After the reaction, a 2M aqueous sodium bicarbonate solution was added and the resulting mixture was extracted with ethyl acetate three times. The combined organic layers were washed with saturated saline and then, dried over magnesium sulfate. The solvent was distilled off...